From a dataset of the Open Reaction Database (ORD), a public repository of structured organic reaction records. describe an organic reaction: reactants, conditions, products, and yield Reported procedure: Ethylamine (0.300 mL, 70% solution in water) and 7-bromo-2-(3-ethyl-ureido)-[1,2,4]triazolo[1,5-a]pyridine-5-carboxylic acid ethyl ester, prepared as in Example 6 (0.251 g, 0.705 mmol), was suspended in ethanol (3.00 mL) and shaken. After 20 hours the reaction was filtered and the filtrate washed with cold ethanol to afford 7-bromo-2-(3-ethyl-ureido)-[1,2,4]triazolo[1,5-a]pyridine-5-carboxylic acid ethylamide MS (APCI+): m/z 356.0 (M+H). Run in C(C)O (ethanol). Yields the product C(C)NC(=O)C1=CC(=CC=2N1N=C(N2)NC(=O)NCC)Br (7-bromo-2-(3-ethyl-ureido)-[1,2,4]triazolo[1,5-a]pyridine-5-carboxylic acid ethylamide). Starting materials: C(C)N (Ethylamine), C(C)OC(=O)C1=CC(=CC=2N1N=C(N2)NC(=O)NCC)Br (7-bromo-2-(3-ethyl-ureido)-[1,2,4]triazolo[1,5-a]pyridine-5-carboxylic acid ethyl ester), NC(=S)N (thiourea). As a reaction SMILES: [CH2:1]([NH2:3])[CH3:2].C([O:6][C:7]([C:9]1[N:14]2[N:15]=[C:16]([NH:18][C:19]([NH:21][CH2:22][CH3:23])=[O:20])[N:17]=[C:13]2[CH:12]=[C:11]([Br:24])[CH:10]=1)=O)C.NC(N)=S>C(O)C>[CH2:1]([NH:3][C:7]([C:9]1[N:14]2[N:15]=[C:16]([NH:18][C:19]([NH:21][CH2:22][CH3:23])=[O:20])[N:17]=[C:13]2[CH:12]=[C:11]([Br:24])[CH:10]=1)=[O:6])[CH3:2].